Dataset: the Open Reaction Database (ORD), a public repository of structured organic reaction records. Task: describe an organic reaction: reactants, conditions, products, and yield Starting materials: Mercuric acetate, Cl.CC(CCNC(=S)C1=CC=2N(C3=CC=CC=C3SC2C=C1)C(CN1CCCC1)C)C (N-(3-methylbutyl)-10-[(2RS)-1-(1-pyrolidinyl)-2-propyl]-2-phenothiazinecarbothioamide hydrochloride), C(C)(=O)O (acetic acid), solution, Cl (hydrochloric acid). The solvent is C(C)OCC (ethyl ether), C(C)(=O)OCC (ethyl acetate), C(C)(=O)OCC (ethyl acetate). Product: Cl.CC(CCNC(=O)C1=CC=2N(C3=CC=CC=C3SC2C=C1)C(CN1CCCC1)C)C (N-(3-Methylbutyl)-10-[(2RS)-1-(1-pyrrolidinyl)-2-propyl]-2-phenothiazinecarboxamide hydrochloride). Reaction SMILES: [ClH:1].[CH3:2][CH:3]([CH3:31])[CH2:4][CH2:5][NH:6][C:7]([C:9]1[CH:22]=[CH:21][C:20]2[S:19][C:18]3[C:13](=[CH:14][CH:15]=[CH:16][CH:17]=3)[N:12]([CH:23]([CH3:30])[CH2:24][N:25]3[CH2:29][CH2:28][CH2:27][CH2:26]3)[C:11]=2[CH:10]=1)=S.Cl.C(O)(=[O:35])C>C(OCC)(=O)C.C(OCC)C>[ClH:1].[CH3:2][CH:3]([CH3:31])[CH2:4][CH2:5][NH:6][C:7]([C:9]1[CH:22]=[CH:21][C:20]2[S:19][C:18]3[C:13](=[CH:14][CH:15]=[CH:16][CH:17]=3)[N:12]([CH:23]([CH3:30])[CH2:24][N:25]3[CH2:29][CH2:28][CH2:27][CH2:26]3)[C:11]=2[CH:10]=1)=[O:35] |f:0.1,6.7|. Procedure details: Mercuric acetate (0.668 g) is added with stirring to a suspension of N-(3-methylbutyl)-10-[(2RS)-1-(1-pyrolidinyl)-2-propyl]-2-phenothiazinecarbothioamide hydrochloride (1 g) in acetic acid (20 cc), and the mixture is left to react for 5 hours 30 minutes at a temperature in the region of 20° C. The reaction mixture is diluted with ethyl acetate (150 cc) and distilled water (50 cc) and then treated with caustic soda (d=1.33) to pH 13. The organic phase is separated and the aqueous phase is extrac... The reactants are O (water), OC1=COC2=C(C=CC=C2C1=O)OC (3-hydroxy-8-methoxychromone), ClCC(=O)OC (methyl chloracetate), C([O-])([O-])=O.[K+].[K+] (potassium carbonate). Solvent: CN(C=O)C (dimethylformamide). Reaction conditions: temperature 100 celsius, time 4 hour. Yields the product COC(COC1=COC2=C(C1=O)C=CC=C2OC)=O (Methyl[(8-methoxy-4-oxo-4H-1-benzopyran-3-yl)oxy]acetate). Isolated yield 87.0%. RXN SMILES: [OH:1][C:2]1[C:11](=[O:12])[C:10]2[C:5](=[C:6]([O:13][CH3:14])[CH:7]=[CH:8][CH:9]=2)[O:4][CH:3]=1.Cl[CH2:16][C:17]([O:19][CH3:20])=[O:18].C(=O)([O-])[O-].[K+].[K+].O>CN(C)C=O>[CH3:20][O:19][C:17](=[O:18])[CH2:16][O:1][C:2]1[C:11](=[O:12])[C:10]2[CH:9]=[CH:8][CH:7]=[C:6]([O:13][CH3:14])[C:5]=2[O:4][CH:3]=1 |f:2.3.4|. Reported procedure: A mixture of 3-hydroxy-8-methoxychromone (1.92 g, 0.01 mole), methyl chloracetate (1.08 g, 0.01 mole) and potassium carbonate (1.0 g, 0.01 mole) in dimethylformamide (20 ml) is stirred at 100° C. under nitrogen for 4 hrs. The reaction mixture is allowed to stand at room temperature overnight, poured into water, filtered, washed with water and sucked dry. Recrystallization from ethanol gives white crystals (2.3 g, 88%), mp 137°-138° C. Starting materials: C1(CC1)COC1=C(C=CC(=N1)C(=O)O)C (6-cyclopropylmethoxy-5-methyl-pyridine-2-carboxylic acid), N[C@H](C(=O)N)CC1CC1 ((S)-2-amino-3-cyclopropyl-propionamide). The product is C(N)(=O)[C@H](CC1CC1)NC(=O)C1=NC(=C(C=C1)C)OCC1CC1 (6-Cyclopropylmethoxy-5-methyl-pyridine-2-carboxylic acid ((S)-1-carbamoyl-2-cyclopropyl-ethyl)-amide). RXN SMILES: [CH:1]1([CH2:4][O:5][C:6]2[N:11]=[C:10]([C:12]([OH:14])=O)[CH:9]=[CH:8][C:7]=2[CH3:15])[CH2:3][CH2:2]1.[NH2:16][C@@H:17]([CH2:21][CH:22]1[CH2:24][CH2:23]1)[C:18]([NH2:20])=[O:19]>>[C:18]([C@@H:17]([NH:16][C:12]([C:10]1[CH:9]=[CH:8][C:7]([CH3:15])=[C:6]([O:5][CH2:4][CH:1]2[CH2:2][CH2:3]2)[N:11]=1)=[O:14])[CH2:21][CH:22]1[CH2:24][CH2:23]1)(=[O:19])[NH2:20]. Reported procedure: The title compound was synthesized in analogy to Example 1, using 6-cyclopropylmethoxy-5-methyl-pyridine-2-carboxylic acid (Example 36 d) and (S)-2-amino-3-cyclopropyl-propionamide (CAN 156077-93-9) as starting materials, MS (EI): m/e=318.2 [M+H]+. The reactants are N1(CCCC1)CCCOC1=CC=C(C=C1)C1(CCOCC1)C(=O)O (4-[4-(3-pyrrolidin-1-ylpropoxy)phenyl]tetrahydro-2H-pyran-4-carboxylic acid), NC1=C(C=CC=C1)N (1,2-diaminobenzene), polyphosphoric acid. Reaction conditions: temperature 130 celsius. The product is N1(CCCC1)CCCOC1=CC=C(C=C1)C1(CCOCC1)C1=NC2=C(N1)C=CC=C2 (2-{4-[4-(3-pyrrolidin-1-ylpropoxy)phenyl]tetrahydro-2H-pyran-4-yl}-1H-benzimidazole). The yield is 0.7%. Reaction SMILES: [N:1]1([CH2:6][CH2:7][CH2:8][O:9][C:10]2[CH:15]=[CH:14][C:13]([C:16]3([C:22](O)=O)[CH2:21][CH2:20][O:19][CH2:18][CH2:17]3)=[CH:12][CH:11]=2)[CH2:5][CH2:4][CH2:3][CH2:2]1.[NH2:25][C:26]1[CH:31]=[CH:30][CH:29]=[CH:28][C:27]=1[NH2:32]>>[N:1]1([CH2:6][CH2:7][CH2:8][O:9][C:10]2[CH:11]=[CH:12][C:13]([C:16]3([C:22]4[NH:32][C:27]5[CH:28]=[CH:29][CH:30]=[CH:31][C:26]=5[N:25]=4)[CH2:21][CH2:20][O:19][CH2:18][CH2:17]3)=[CH:14][CH:15]=2)[CH2:2][CH2:3][CH2:4][CH2:5]1. Reported procedure: A mixture of 4-[4-(3-pyrrolidin-1-ylpropoxy)phenyl]tetrahydro-2H-pyran-4-carboxylic acid (400 mg, 1.20 mmol), 1,2-diaminobenzene (129 mg, 1.20 mmol) and polyphosphoric acid (2 g) was heated at 130° C. for 2 days. The cooled reaction mixture was partitioned between dichloromethane (20 ml) and aqueous ammonia (20 ml). The aqueous layer was further extracted with dichloromethane (2×50 ml). The organic layers were combined, dried over sodium sulphate, filtered and concentrated in vacuo. The crude pr... The reactants are Br.FC1CCNCC1 (4-Fluoro-piperidine hydrobromide), ClC=1C=C(C=CC1F)NC1=NC=NC2=CC(=C(C=C12)NC(C=CCCl)=O)OC (4-Chloro-but-2-enoic acid [4-(3-chloro-4-fluoro-phenylamino)-7-methoxy-quinazolin-6-yl]-amide), CCN(C(C)C)C(C)C (DIEA). Run in C1CCOC1 (THF), C(C)(=O)OCC (ethyl acetate). Conditions: temperature 70 celsius, time 8 hour. Yields the product ClC=1C=C(C=CC1F)NC1=NC=NC2=CC(=C(C=C12)NC(C=CCN1CCC(CC1)F)=O)OC (4-(4-Fluoro-piperidin-1-yl)-but-2-enoic acid [4-(3-chloro-4-fluoro-phenylamino)-7-methoxy-quinazolin-6-yl]-amide). The yield is 54.5%. Reaction SMILES: Br.[F:2][CH:3]1[CH2:8][CH2:7][NH:6][CH2:5][CH2:4]1.[Cl:9][C:10]1[CH:11]=[C:12]([NH:17][C:18]2[C:27]3[C:22](=[CH:23][C:24]([O:35][CH3:36])=[C:25]([NH:28][C:29](=[O:34])[CH:30]=[CH:31][CH2:32]Cl)[CH:26]=3)[N:21]=[CH:20][N:19]=2)[CH:13]=[CH:14][C:15]=1[F:16].CCN(C(C)C)C(C)C>C1COCC1.C(OCC)(=O)C>[Cl:9][C:10]1[CH:11]=[C:12]([NH:17][C:18]2[C:27]3[C:22](=[CH:23][C:24]([O:35][CH3:36])=[C:25]([NH:28][C:29](=[O:34])[CH:30]=[CH:31][CH2:32][N:6]4[CH2:7][CH2:8][CH:3]([F:2])[CH2:4][CH2:5]4)[CH:26]=3)[N:21]=[CH:20][N:19]=2)[CH:13]=[CH:14][C:15]=1[F:16] |f:0.1|. Procedure details: 131 mg of 4-Fluoro-piperidine hydrobromide was added to 300 mg of 4-Chloro-but-2-enoic acid [4-(3-chloro-4-fluoro-phenylamino)-7-methoxy-quinazolin-6-yl]-amide and 0.37 ml of DIEA were dissolved in 5 ml THF stirred at 70° C. overnight. The mixture was then diluted with ethyl acetate, washed with water and brine and dried over Na2SO4. The resulting solids were flash chromatographed with 0-4% methanol in chloroform to give 189.4 mg of 4-(4-Fluoro-piperidin-1-yl)-but-2-enoic acid [4-(3-chloro-4-flu... The reactants are C(C)(C)(C)OC(=O)NC1CC(C1)OC(C1=CC=CC=C1)=O (benzoic acid 3-tert-butoxycarbonylaminocyclobutyl ester), C(=O)(C(F)(F)F)O (TFA). Solvent: C(Cl)Cl (DCM). Conditions: time 2 hour. The product is NC1CC(C1)OC(C1=CC=CC=C1)=O (benzoic acid 3-aminocyclobutyl ester). Yield: 95.4%. As a reaction SMILES: C(OC([NH:8][CH:9]1[CH2:12][CH:11]([O:13][C:14](=[O:21])[C:15]2[CH:20]=[CH:19][CH:18]=[CH:17][CH:16]=2)[CH2:10]1)=O)(C)(C)C.C(O)(C(F)(F)F)=O>C(Cl)Cl>[NH2:8][CH:9]1[CH2:12][CH:11]([O:13][C:14](=[O:21])[C:15]2[CH:20]=[CH:19][CH:18]=[CH:17][CH:16]=2)[CH2:10]1. Reported procedure: To a solution of benzoic acid 3-tert-butoxycarbonylaminocyclobutyl ester (100 mg, 0.34 mmol) in DCM (2 mL) was added TFA (2 mL). The reaction mixture was stirred at room temperature for 2 hrs and then concentrated under reduced pressure. The residue was partitioned between EtOAc (20 mL) and saturated aqueous sodium hydrogenocarbonate solution (20 mL). The organic layer was washed with brine, dried over sodium sulfate, and concentrated under reduced pressure to give benzoic acid 3-aminocyclobutyl... Starting materials: Cl (hydrochloride), C(C1=CC=CC=C1)N1C[C@@H]([C@H](CC1)[C@@H](C)OC1=NC=C(C=C1)Cl)C1=CC=C(C=C1)Cl (2-{(R)-1-[(3S,4S)-1-Benzyl-3-(4-chloro-phenyl)-piperidin-4-yl]-ethoxy}-5-chloro-pyridine), ClC=1C=CC(=NC1)OCC1C(CNCC1)C1=CC=C(C=C1)Cl (5-chloro-2-[(3RS, 4RS)-3-(4-chloro-phenyl)-piperidin-4-ylmethoxy]-pyridine). Yields the product ClC=1C=CC(=NC1)O[C@H](C)[C@@H]1[C@H](CNCC1)C1=CC=C(C=C1)Cl (5-Chloro-2-{(R)-1-[(3S,4S)-3-(4-chloro-phenyl)-piperidin-4-yl]-ethoxy}-pyridine). Reaction SMILES: ClC1C=CC(OCC2CCNCC2C2C=CC(Cl)=CC=2)=NC=1.Cl.C([N:31]1[CH2:36][CH2:35][C@H:34]([C@H:37]([O:39][C:40]2[CH:45]=[CH:44][C:43]([Cl:46])=[CH:42][N:41]=2)[CH3:38])[C@@H:33]([C:47]2[CH:52]=[CH:51][C:50]([Cl:53])=[CH:49][CH:48]=2)[CH2:32]1)C1C=CC=CC=1>>[Cl:46][C:43]1[CH:44]=[CH:45][C:40]([O:39][C@@H:37]([C@H:34]2[CH2:35][CH2:36][NH:31][CH2:32][C@@H:33]2[C:47]2[CH:48]=[CH:49][C:50]([Cl:53])=[CH:51][CH:52]=2)[CH3:38])=[N:41][CH:42]=1. Procedure details: In analogy to the procedure described for the synthesis of 5-chloro-2-[(3RS, 4RS)-3-(4-chloro-phenyl)-piperidin-4-ylmethoxy]-pyridine; hydrochloride (example 1, step h) the title compound was prepared from 2-{(R)-1-[(3S,4S)-1-Benzyl-3-(4-chloro-phenyl)-piperidin-4-yl]-ethoxy}-5-chloro-pyridine as yellow oil. MS (m/e): 351.2 [(M+H)+].